Dataset: the Open Reaction Database (ORD), a public repository of structured organic reaction records. Task: describe an organic reaction: reactants, conditions, products, and yield Reactants: [Si](C)(C)(C(C)(C)C)OCCCN1C(N(C=2N=C(N(C2C1=O)CC1=CC=C(C=C1)Cl)OC1CCCC1)C)=O (1-(3-((tert-Butyldimethylsilyl)oxy)propyl)-7-(4-chlorobenzyl)-8-(cyclopentyloxy)-3-methyl-1H-purine-2,6(3H,7H)-dione), Cl (HCl). The solvent is C(C)O (ethanol), O (water). Run at time 1 hour. Yields the product ClC1=CC=C(CN2C(=NC=3N(C(N(C(C23)=O)CCCO)=O)C)OC2CCCC2)C=C1 (7-(4-chlorobenzyl)-8-(cyclopentyloxy)-1-(3-hydroxypropyl)-3-methyl-1H-purine-2,6(3H,7H)-dione). Isolated yield 14.1%. As a reaction SMILES: [Si]([O:8][CH2:9][CH2:10][CH2:11][N:12]1[C:20](=[O:21])[C:19]2[N:18]([CH2:22][C:23]3[CH:28]=[CH:27][C:26]([Cl:29])=[CH:25][CH:24]=3)[C:17]([O:30][CH:31]3[CH2:35][CH2:34][CH2:33][CH2:32]3)=[N:16][C:15]=2[N:14]([CH3:36])[C:13]1=[O:37])(C(C)(C)C)(C)C.Cl>C(O)C.O>[Cl:29][C:26]1[CH:25]=[CH:24][C:23]([CH2:22][N:18]2[C:19]3[C:20](=[O:21])[N:12]([CH2:11][CH2:10][CH2:9][OH:8])[C:13](=[O:37])[N:14]([CH3:36])[C:15]=3[N:16]=[C:17]2[O:30][CH:31]2[CH2:35][CH2:34][CH2:33][CH2:32]2)=[CH:28][CH:27]=1. Reported procedure: Step 2 1-(3-((tert-Butyldimethylsilyl)oxy)propyl)-7-(4-chlorobenzyl)-8-(cyclopentyloxy)-3-methyl-1H-purine-2,6(3H,7H)-dione (0.25 g, 0.46 mmol) was dissolved in ethanol (5 mL) and 6N aqueous HCl (1 mL) was added. The clear solution was stirred at room temperature for 1 h. The reaction was diluted with water (100 mL) and extracted with ethyl acetate (3×100 mL). The combined extracts were dried with magnesium sulfate, filtered and the solvent was removed under reduced pressure to a golden oil. The... Starting materials: C[Si](C)(C)C=[N+]=[N-] (trimethylsilyldiazomethane), C(=O)(O)C1=CC=C(C=O)C=C1 (4-carboxybenzaldehyde), C(=O)(O)[O-].[Na+] (NaHCO3). Solvent: C(Cl)Cl (CH2Cl2). Run at temperature 0 celsius, time 1 hour. The product is COC(C1=CC=C(C=C1)C=O)=O (4-Formylbenzoic acid methyl ester). RXN SMILES: [C:1]([C:4]1[CH:11]=[CH:10][C:7]([CH:8]=[O:9])=[CH:6][CH:5]=1)([OH:3])=[O:2].[CH3:12][Si](C=[N+]=[N-])(C)C.C([O-])(O)=O.[Na+]>C(Cl)Cl>[CH3:12][O:2][C:1](=[O:3])[C:4]1[CH:11]=[CH:10][C:7]([CH:8]=[O:9])=[CH:6][CH:5]=1 |f:2.3|. Procedure details: To a suspension of 9.6 g (63.6 mmol) of 4-carboxybenzaldehyde (Aldrich Chemical Co.) in 100 mL of CH2Cl2 at 0° C. was added excess trimethylsilyldiazomethane and the resulting mixture was allowed to stir at 0° C. for 1 h. The mixture was poured into saturated aqueous NaHCO3 and extracted three times with ethyl acetate. The combined organic extracts were dried over MgSO4, filtered and concentrated to give 4.3 g of the ester 167 as an oil. 1H NMR consistent with the product. Starting materials: O=O (oxygene), C1=CC=CC=2C3=CC=CC=C3CC12 (fluorene), C(C)(=O)ON1C(N(C(N(C1=O)OC(C)=O)=O)OC(C)=O)=O (1,3,5-triacetoxy-hexahydro-1,3,5-triazine-2,4,6-trione). The reagents and catalysts are C(C)(=O)[O-].[Co+2].C(C)(=O)[O-] (cobalt(II) acetate), C(C)(=O)[O-].[Mn+2].C(C)(=O)[O-] (manganese(II) acetate). Run in C(C)(=O)O (acetic acid). Yields the product C1(C=CC=C2C3=CC=CC=C3C=C12)=O (fluorenon), C1=CC=CC=2C3=CC=CC=C3CC12 (fluorene). RXN SMILES: [CH:1]1[C:13]2[CH2:12][C:11]3[C:6](=[CH:7][CH:8]=[CH:9][CH:10]=3)[C:5]=2[CH:4]=[CH:3][CH:2]=1.C(ON1C(=O)N(OC(=O)C)C(=O)N(OC(=O)C)C1=O)(=[O:16])C.O=O>C([O-])(=O)C.[Co+2].C([O-])(=O)C.C([O-])(=O)C.[Mn+2].C([O-])(=O)C.C(O)(=O)C>[C:1]1(=[O:16])[C:13]2[C:5]([C:6]3[C:11]([CH:12]=2)=[CH:10][CH:9]=[CH:8][CH:7]=3)=[CH:4][CH:3]=[CH:2]1.[CH:1]1[C:13]2[CH2:12][C:11]3[C:6](=[CH:7][CH:8]=[CH:9][CH:10]=3)[C:5]=2[CH:4]=[CH:3][CH:2]=1 |f:3.4.5,6.7.8|. Reported procedure: A mixture of 1.00 g of fluorene, 0.055 g of 1,3,5-triacetoxy-hexahydro-1,3,5-triazine-2,4,6-trione (3% by mole relative to fluorene), 9.0 g of acetic acid, 0.008 g of cobalt(II) acetate.4H2O and 0.007 g of manganese(II) acetate.4H2O was stirred at 120° C. in an atmosphere of oxygene gas (1 atm=0.1 MPa) for 6 hours. The resulting product in the reaction mixture was analyzed by gas chromatography and was found to yield fluorenon in 93% yield at 99% conversion of fluorene. The reactants are C1CCOC1, Cl, COC(=O)c1sc2ncnc(Nc3ccc(F)cc3OC3CCOCC3)c2c1C, [Li+], [OH-], O, O. Yields the product Cc1c(C(=O)O)sc2ncnc(Nc3ccc(F)cc3OC3CCOCC3)c12. As a reaction SMILES: [CH2:34]1[O:35][CH2:36][CH2:37][CH2:38]1.[ClH:33].[F:1][c:2]1[cH:3][c:4]([O:23][CH:24]2[CH2:25][CH2:26][O:27][CH2:28][CH2:29]2)[c:5]([NH:8][c:9]2[c:10]3[c:11]([n:12][cH:13][n:14]2)[s:15][c:16]([C:19](=[O:20])[O:21][CH3:22])[c:17]3[CH3:18])[cH:6][cH:7]1.[Li+:32].[OH-:31].[OH2:30].[OH2:39]>>[F:1][c:2]1[cH:3][c:4]([O:23][CH:24]2[CH2:25][CH2:26][O:27][CH2:28][CH2:29]2)[c:5]([NH:8][c:9]2[c:10]3[c:11]([n:12][cH:13][n:14]2)[s:15][c:16]([C:19](=[O:20])[OH:21])[c:17]3[CH3:18])[cH:6][cH:7]1. The reactants are CCOc1ccc(C(C)(C)C=C(F)C(=O)OC)cc1, CCOCC, [LiH]. Product: CCOc1ccc(C(C)(C)C=C(F)CO)cc1. Reaction SMILES: [CH2:1]([CH3:2])[O:3][c:4]1[cH:5][cH:6][c:7]([C:10]([CH:11]=[C:12]([C:13](=[O:14])[O:15][CH3:16])[F:17])([CH3:18])[CH3:19])[cH:8][cH:9]1.[CH3:21][CH2:22][O:23][CH2:24][CH3:25].[LiH:20]>>[CH2:1]([CH3:2])[O:3][c:4]1[cH:5][cH:6][c:7]([C:10]([CH:11]=[C:12]([CH2:13][OH:14])[F:17])([CH3:18])[CH3:19])[cH:8][cH:9]1. Reactants: FC(C(=O)N(CC(=O)OCCCC)CP(=S)(NC(C)CC)NC(C)CC)(F)F (N-trifluoroacetyl-N-[bis(sec-butylamino)phosphinothioylmethyl]glycine, butyl ester), sodium tetrahydrido boron. Solvent: C(C)O (ethanol). Run at temperature 0 celsius. The product is C(C)(CC)NP(=S)(NC(C)CC)CNCC(=O)OCCCC (N-[bis(sec-butylamino)phosphinothioylmethyl]glycine, butyl ester). The yield is 23.9%. RXN SMILES: FC(F)(F)C([N:5]([CH2:14][P:15]([NH:22][CH:23]([CH2:25][CH3:26])[CH3:24])([NH:17][CH:18]([CH2:20][CH3:21])[CH3:19])=[S:16])[CH2:6][C:7]([O:9][CH2:10][CH2:11][CH2:12][CH3:13])=[O:8])=O>C(O)C>[CH:23]([NH:22][P:15]([CH2:14][NH:5][CH2:6][C:7]([O:9][CH2:10][CH2:11][CH2:12][CH3:13])=[O:8])([NH:17][CH:18]([CH2:20][CH3:21])[CH3:19])=[S:16])([CH2:25][CH3:26])[CH3:24]. Reported procedure: N-trifluoroacetyl-N-[bis(sec-butylamino)phosphinothioylmethyl]glycine, butyl ester (4 g, 8.9 mm), was dissolved in ethanol (30 ml) and cooled to 0° C. on an ice bath. The solution was stirred and sodium tetrahydrido boron (339 mg, 8.9 mm) was added portionwise over a ten minute period. The solution was allowed to warm to room temperature and stirred for an additional 45 minutes. The solvent was removed by evaporation under vacuum and the residue was washed with water. The water washings were sat... Reactants: CC(C)(C)OC(=O)N1CCC(C#N)(CC(O)CO)CC1, [O-][I+3]([O-])([O-])[O-], [Na+], C1CCOC1, O. Product: CC(C)(C)OC(=O)N1CCC(C#N)(CCO)CC1. Reaction SMILES: [C:1]([CH3:2])([CH3:3])([CH3:4])[O:5][C:6](=[O:7])[N:8]1[CH2:9][CH2:10][C:11]([CH2:14][CH:15]([CH2:16][OH:17])[OH:18])([C:19]#[N:20])[CH2:12][CH2:13]1.[I+3:21]([O-:22])([O-:23])([O-:24])[O-:25].[Na+:26].[O:28]1[CH2:29][CH2:30][CH2:31][CH2:32]1.[OH2:27]>>[C:1]([CH3:2])([CH3:3])([CH3:4])[O:5][C:6](=[O:7])[N:8]1[CH2:9][CH2:10][C:11]([CH2:14][CH2:15][OH:18])([C:19]#[N:20])[CH2:12][CH2:13]1.